This data is from the Open Reaction Database (ORD), a public repository of structured organic reaction records. The task is: describe an organic reaction: reactants, conditions, products, and yield Reactants: C[Si](C)(C)C=[N+]=[N-], CCCCCC, O=C(O)C(O)c1cccc(Cl)c1, c1ccccc1. Product: COC(=O)C(O)c1cccc(Cl)c1. RXN SMILES: [CH3:1][Si:2]([CH:3]=[N+:4]=[N-:5])([CH3:6])[CH3:7].[CH3:8][CH2:9][CH2:10][CH2:11][CH2:12][CH3:13].[Cl:14][c:15]1[cH:16][c:17]([CH:21]([C:22](=[O:23])[OH:24])[OH:25])[cH:18][cH:19][cH:20]1.[cH:26]1[cH:27][cH:28][cH:29][cH:30][cH:31]1>>[CH3:8][O:23][C:22]([CH:21]([c:17]1[cH:16][c:15]([Cl:14])[cH:20][cH:19][cH:18]1)[OH:25])=[O:24].